From a dataset of the Open Reaction Database (ORD), a public repository of structured organic reaction records. describe an organic reaction: reactants, conditions, products, and yield Reactants: [OH-].[Na+] (sodium hydroxide), C(C)(=O)OC=1C=CC(=NC1)CC(C)NC(C)=O (5-acetoxy-2-(2-acetylaminopropyl)-pyridine), solution. The solvent is O1CCCC1 (tetrahydrofuran), C1(=CC=CC=C1)C (toluene). Yields the product C(C)NC(CC1=NC=C(C=C1)O)C (2-(2-ethylaminopropyl)-5-pyridinol). RXN SMILES: C([O:4][C:5]1[CH:6]=[CH:7][C:8]([CH2:11][CH:12]([NH:14][C:15](=O)[CH3:16])[CH3:13])=[N:9][CH:10]=1)(=O)C.[OH-].[Na+]>O1CCCC1.C1(C)C=CC=CC=1>[CH2:15]([NH:14][CH:12]([CH3:13])[CH2:11][C:8]1[CH:7]=[CH:6][C:5]([OH:4])=[CH:10][N:9]=1)[CH3:16] |f:1.2|. Procedure: To the solution of 0.39 g of 5-acetoxy-2-(2-acetylaminopropyl)-pyridine in 20 ml of anhydrous tetrahydrofuran, 3.6 ml of a 1 molar solution of alanetriethylamine in toluene are added dropwise while stirring at 0°. After 12 hours 22 ml of 2 N aqueous sodium hydroxide are added at 0°, and the mixture evaporated azeotropically with isopropanol. The residue is taken up in 50 ml of methanol, the pH of the solution adjusted to 8 with 5 N ethereal hydrogen chloride, the resulting salts filtered off, an... Starting materials: ClC1=CC=C(C=N1)CO ((6-chloropyridin-3-yl)methanol), NC=1SC=CN1 (2-aminothiazole), C([O-])([O-])=O.[Na+].[Na+] (sodium carbonate). The reagents and catalysts are C=1C=CC(=CC1)/C=C/C(=O)/C=C/C2=CC=CC=C2.C=1C=CC(=CC1)/C=C/C(=O)/C=C/C2=CC=CC=C2.C=1C=CC(=CC1)/C=C/C(=O)/C=C/C2=CC=CC=C2.[Pd].[Pd] (Tris(dibenzylideneacetone)dipalladium), CC1(C2=C(C(=CC=C2)P(C3=CC=CC=C3)C4=CC=CC=C4)OC5=C(C=CC=C51)P(C6=CC=CC=C6)C7=CC=CC=C7)C (XANTPHOS). Run in C1CCOC1 (THF). Reaction conditions: temperature 120 celsius, time 0.5 hour. Product: S1C(=NC=C1)NC1=CC=C(C=N1)CO ((6-(thiazol-2-ylamino)pyridine-3-yl)methanol). The yield is 93.0%. RXN SMILES: Cl[C:2]1[N:7]=[CH:6][C:5]([CH2:8][OH:9])=[CH:4][CH:3]=1.[NH2:10][C:11]1[S:12][CH:13]=[CH:14][N:15]=1.C(=O)([O-])[O-].[Na+].[Na+]>C1COCC1.C1C=CC(/C=C/C(/C=C/C2C=CC=CC=2)=O)=CC=1.C1C=CC(/C=C/C(/C=C/C2C=CC=CC=2)=O)=CC=1.C1C=CC(/C=C/C(/C=C/C2C=CC=CC=2)=O)=CC=1.[Pd].[Pd].CC1(C)C2C(=C(P(C3C=CC=CC=3)C3C=CC=CC=3)C=CC=2)OC2C(P(C3C=CC=CC=3)C3C=CC=CC=3)=CC=CC1=2>[S:12]1[CH:13]=[CH:14][N:15]=[C:11]1[NH:10][C:2]1[N:7]=[CH:6][C:5]([CH2:8][OH:9])=[CH:4][CH:3]=1 |f:2.3.4,6.7.8.9.10|. Reported procedure: A suspension of (6-chloropyridin-3-yl)methanol (11.23 g, 78.22 mmol), 2-aminothiazole (9.40 g, 93.86 mmol, 1.2 eq), sodium carbonate (11.6 g, 109.5 mol, 1.4 eq) and XANTPHOS (0.543 g, 0.939 mmol, 0.012 eq) in THF (60 mL, bubbled with argon for 5 minutes) was bubbled again with argon for 5 additional minutes. Tris(dibenzylideneacetone)dipalladium (0) (0.269 g, 0.293 mmol, 0.004 eq) was then added to the suspension which was heated at 120° C. for 4 days. The mixture was cooled down to RT and filte... Procedure: (R)-1-(3-(((6-amino-5-(4-phenoxyphenyl)pyrimidin-4-yl)amino)methyl)pyrrolidin-1-yl)prop-2-en-1-one was prepared from 5,6-dichloropyrimidin-4-amine, (R)-tert-butyl 3-(aminomethyl)pyrrolidine-1-carboxylate, (4-phenoxyphenyl)boronic acid, and acryloyl chloride using methods B, C, D, and F. HPLC purity: 100%. MS: m/z=416 [M+H]+. As a reaction SMILES: Cl[C:2]1[C:3]([NH2:9])=[N:4][CH:5]=[N:6][C:7]=1Cl.[NH2:10][CH2:11][C@H:12]1[CH2:16][CH2:15][N:14]([C:17]([O:19]C(C)(C)C)=O)[CH2:13]1.[O:24]([C:31]1[CH:36]=[CH:35][C:34](B(O)O)=[CH:33][CH:32]=1)[C:25]1[CH:30]=[CH:29][CH:28]=[CH:27][CH:26]=1.[C:40](Cl)(=O)[CH:41]=C>>[NH2:9][C:3]1[N:4]=[CH:5][N:6]=[C:7]([NH:10][CH2:11][C@H:12]2[CH2:16][CH2:15][N:14]([C:17](=[O:19])[CH:40]=[CH2:41])[CH2:13]2)[C:2]=1[C:28]1[CH:29]=[CH:30][C:25]([O:24][C:31]2[CH:36]=[CH:35][CH:34]=[CH:33][CH:32]=2)=[CH:26][CH:27]=1. The reactants are ClC=1C(=NC=NC1Cl)N (5,6-dichloropyrimidin-4-amine), NC[C@@H]1CN(CC1)C(=O)OC(C)(C)C ((R)-tert-butyl 3-(aminomethyl)pyrrolidine-1-carboxylate), O(C1=CC=CC=C1)C1=CC=C(C=C1)B(O)O ((4-phenoxyphenyl)boronic acid), C(C=C)(=O)Cl (acryloyl chloride). Yields the product NC1=C(C(=NC=N1)NC[C@@H]1CN(CC1)C(C=C)=O)C1=CC=C(C=C1)OC1=CC=CC=C1 ((R)-1-(3-(((6-amino-5-(4-phenoxyphenyl)pyrimidin-4-yl)amino)methyl)pyrrolidin-1-yl)prop-2-en-1-one). Starting materials: C1CCNCC1, COc1cc[nH]c1C=O, Cl, CN(C)C=O, O, O=C1Cc2c(ccc3sc(-c4ccccc4)nc23)N1. Yields the product COc1cc[nH]c1C=C1C(=O)Nc2ccc3sc(-c4ccccc4)nc3c21. RXN SMILES: [CH2:10]1[CH2:11][CH2:12][NH:13][CH2:14][CH2:15]1.[CH3:1][O:2][c:3]1[c:4]([CH:8]=[O:9])[nH:5][cH:6][cH:7]1.[ClH:35].[O:36]=[CH:37][N:38]([CH3:39])[CH3:40].[OH2:41].[c:16]1(-[c:22]2[s:23][c:24]3[c:25]([c:26]4[c:30]([cH:31][cH:32]3)[NH:29][C:28](=[O:33])[CH2:27]4)[n:34]2)[cH:17][cH:18][cH:19][cH:20][cH:21]1>>[CH3:1][O:2][c:3]1[c:4]([CH:8]=[C:27]2[c:26]3[c:25]4[c:24]([s:23][c:22](-[c:16]5[cH:17][cH:18][cH:19][cH:20][cH:21]5)[n:34]4)[cH:32][cH:31][c:30]3[NH:29][C:28]2=[O:33])[nH:5][cH:6][cH:7]1. The reactants are O.C(CC(O)(C(=O)O)CC(=O)O)(=O)O (Citric acid monohydrate), C(C1=CC=CC=C1)(C1=CC=CC=C1)=NC1(C(N(CC1)C)=O)CC#C (3-(benzhydrylidene-amino)-1-methyl-3-prop-2-ynyl-pyrrolidin-2-one). The solvent is C1CCOC1 (THF). Run at time 18 hour. Product: NC1(C(N(CC1)C)=O)CC#C (3-amino-1-methyl-3-prop-2-ynyl-pyrrolidin-2-one). Yield: 107.2%. RXN SMILES: O.C(O)(=O)CC(CC(O)=O)(C(O)=O)O.C(=[N:28][C:29]1([CH2:36][C:37]#[CH:38])[CH2:33][CH2:32][N:31]([CH3:34])[C:30]1=[O:35])(C1C=CC=CC=1)C1C=CC=CC=1>C1COCC1>[NH2:28][C:29]1([CH2:36][C:37]#[CH:38])[CH2:33][CH2:32][N:31]([CH3:34])[C:30]1=[O:35] |f:0.1|. Procedure details: Citric acid monohydrate (10.39 g, 49.46 mmol) was added to a solution of 3-(benzhydrylidene-amino)-1-methyl-3-prop-2-ynyl-pyrrolidin-2-one (6.26 g, 19.79 mmol) (which may be prepared as described in Description 2) in THF (150 mL) and the reaction was stirred at room temperature for 18 hours. A colourless solid precipitated out. The solvent was evaporated to give a gummy white solid. This was triturated with Et2O and the solid was washed with further Et2O. The solid was suspended in water/MeOH an... Product: CN1N=CC(=C1)C1=CN=C2C(=N1)N(N=N2)C[C@@H]2CN(CCO2)C2=NC=C(C=N2)OCCN2CCN(CC2)C ((S)-2-((6-(1-methyl-1H-pyrazol-4-yl)-1H-[1,2,3]triazolo[4,5-b]pyrazin-1-yl)methyl)-4-(5-(2-(4-methylpiperazin-1-yl)ethoxy)pyrimidin-2-yl)morpholine). Reaction SMILES: Cl[CH2:2][CH2:3][O:4][C:5]1[CH:6]=[N:7][C:8]([N:11]2[CH2:16][CH2:15][O:14][C@H:13]([CH2:17][N:18]3[C:22]4=[N:23][C:24]([C:27]5[CH:28]=[N:29][N:30]([CH3:32])[CH:31]=5)=[CH:25][N:26]=[C:21]4[N:20]=[N:19]3)[CH2:12]2)=[N:9][CH:10]=1.[CH3:33][N:34]1[CH2:39][CH2:38][NH:37][CH2:36][CH2:35]1>CN(C=O)C>[CH3:32][N:30]1[CH:31]=[C:27]([C:24]2[N:23]=[C:22]3[N:18]([CH2:17][C@H:13]4[O:14][CH2:15][CH2:16][N:11]([C:8]5[N:7]=[CH:6][C:5]([O:4][CH2:3][CH2:2][N:37]6[CH2:38][CH2:39][N:34]([CH3:33])[CH2:35][CH2:36]6)=[CH:10][N:9]=5)[CH2:12]4)[N:19]=[N:20][C:21]3=[N:26][CH:25]=2)[CH:28]=[N:29]1. Isolated yield 78.9%. Reaction conditions: temperature 75 celsius, time 8 hour. Starting materials: ClCCOC=1C=NC(=NC1)N1C[C@H](OCC1)CN1N=NC=2C1=NC(=CN2)C=2C=NN(C2)C ((S)-4-(5-(2-chloroethoxy)pyrimidin-2-yl)-2-((6-(1-methyl-1H-pyrazol-4-yl)-1H-[1,2,3]triazolo[4,5-b]pyrazin-1-yl)methyl)morpholine), CN1CCNCC1 (1-methylpiperazine). Procedure details: (S)-4-(5-(2-chloroethoxy)pyrimidin-2-yl)-2-((6-(1-methyl-1H-pyrazol-4-yl)-1H-[1,2,3]triazolo[4,5-b]pyrazin-1-yl)methyl)morpholine 9 mg (0.019 mmol) was dissolved in DMF 1 ml, and 1-methylpiperazine 4 μl (0.39 mmol) and KI 4 mg (0.022 mmol) were added. The mixture was stirred at 75° C. overnight. When the reaction was completed, the reaction mixture was extracted several times with ethyl acetate and brine, and the organic layer was dried over Na2SO4. Prep LC with 7% MeOH/MC gave a product 7.8 mg ... The solvent is CN(C)C=O (DMF).